Dataset: the Open Reaction Database (ORD), a public repository of structured organic reaction records. Task: describe an organic reaction: reactants, conditions, products, and yield The reactants are CC(=O)OC(C)=O, CCOC(=O)C1=Cc2cc(Cl)cc(C=NO)c2OC1C(F)(F)F, O. Yields the product CCOC(=O)C1=Cc2cc(Cl)cc(C#N)c2OC1C(F)(F)F. Reaction SMILES: [CH3:24][C:25]([O:26][C:27](=[O:28])[CH3:29])=[O:30].[Cl:1][c:2]1[cH:3][c:4]([CH:21]=[N:22][OH:23])[c:5]2[c:6]([cH:20]1)[CH:7]=[C:8]([C:15](=[O:16])[O:17][CH2:18][CH3:19])[CH:9]([C:11]([F:12])([F:13])[F:14])[O:10]2.[OH2:31]>>[Cl:1][c:2]1[cH:3][c:4]([C:21]#[N:22])[c:5]2[c:6]([cH:20]1)[CH:7]=[C:8]([C:15](=[O:16])[O:17][CH2:18][CH3:19])[CH:9]([C:11]([F:12])([F:13])[F:14])[O:10]2. The reactants are CN(C=O)C (N,N-dimethylformamide), C(=S)=S (carbon disulfide), C1(CCCCC1)ON=C(N)C=1N=CN(C1N)[C@H]1[C@H](O)[C@H](O)[C@H](O1)CO (5-amino-1-β-D-ribofuranosylimidazole-4-carboxamide O-cyclohexyl-oxime). The solvent is aqueous solution. Yields the product C1=NC2=C(NC(=S)N=C2N1[C@H]3[C@@H]([C@@H]([C@H](O3)CO)O)O)N (2-thioadenosine). The yield is 76.0%. RXN SMILES: C1(O[N:8]=[C:9]([C:11]2[N:12]=[CH:13][N:14]([C@@H:17]3[O:23][C@H:22]([CH2:24][OH:25])[C@@H:20]([OH:21])[C@H:18]3[OH:19])[C:15]=2[NH2:16])[NH2:10])CCCCC1.CN(C)C=O.[C:31](=S)=[S:32]>>[CH:13]1[N:14]([C@@H:17]2[O:23][C@H:22]([CH2:24][OH:25])[C@@H:20]([OH:21])[C@H:18]2[OH:19])[C:15]2[C:11](=[C:9]([NH2:10])[NH:8][C:31]([N:16]=2)=[S:32])[N:12]=1. Procedure: 0.45 g of 5-amino-1-β-D-ribofuranosylimidazole-4-carboxamide O-cyclohexyl-oxime was dissolved in 4 ml of an aqueous solution containing 3 ml of N,N-dimethylformamide, and 1 ml of carbon disulfide was added to the solution. The resulting mixture was allowed to react in an autoclave at 125° C for 5 hours under autogenous pressure (about 10 Kg/cm2), and the reaction product was worked up in the same manner as described in Example 1 to obtain 0.305 g of 2-thioadenosine having a melting point of 197°... The reactants are [OH-].[K+] (potassium hydroxide), C(C)S (Ethyl mercaptan), CN(C=O)C (dimethylformamide), CN1C(=NC(=C1)[N+](=O)[O-])S(=O)(=O)C (1-methyl-2-methylsulfonyl-4-nitroimidazole), [OH-].[K+] (potassium hydroxide). Run in O (water). Conditions: time 2 hour. The product is CN1C(=NC(=C1)[N+](=O)[O-])SCC (1-Methyl-2-ethylthio-4-nitroimidazole). Yield: 57.4%. Reaction SMILES: [CH2:1]([SH:3])[CH3:2].CN(C)C=O.[OH-].[K+].[CH3:11][N:12]1[CH:16]=[C:15]([N+:17]([O-:19])=[O:18])[N:14]=[C:13]1S(C)(=O)=O>O>[CH3:11][N:12]1[CH:16]=[C:15]([N+:17]([O-:19])=[O:18])[N:14]=[C:13]1[S:3][CH2:1][CH3:2] |f:2.3|. Procedure: Ethyl mercaptan (5.14 g, 0.083 mole) was added to dimethylformamide (140 ml) containing potassium hydroxide (4.6 g, 0.08 mole). This was stirred for 90 minutes until all the potassium hydroxide had dissolved. To this solution was added 1-methyl-2-methylsulfonyl-4-nitroimidazole (8.5 g, 0.04 mole) and the reaction stirred for 2 hours at room temperature. The reaction mixture was then added to water (500 ml) and stirred in an ice bath for an additional hour. The crystalline product was filtered of...